Dataset: the Open Reaction Database (ORD), a public repository of structured organic reaction records. Task: describe an organic reaction: reactants, conditions, products, and yield The reactants are C(C)(C)OC=1SC=CC1 (2-isopropoxythiophene), C(CCC)[Li] (n-butyllithium), Cl (hydrochloric acid), CN(C=O)C (dimethylformamide). Run in O1CCCC1.CN(P(=O)(N(C)C)N(C)C)C (tetrahydrofuran hexamethylphosphoramide). Reaction conditions: temperature -78 celsius, time 20 minute. The product is C(C)(C)OC1=CC=C(S1)C=O (5-isopropoxy-2-thiophenecarbaldehyde). Yield: 36.0%. RXN SMILES: [CH:1]([O:4][C:5]1[S:6][CH:7]=[CH:8][CH:9]=1)([CH3:3])[CH3:2].C([Li])CCC.CN(C)[CH:17]=[O:18].Cl>O1CCCC1.CN(C)P(N(C)C)(N(C)C)=O>[CH:1]([O:4][C:5]1[S:6][C:7]([CH:17]=[O:18])=[CH:8][CH:9]=1)([CH3:3])[CH3:2] |f:4.5|. Procedure details: To a solution of 2-isopropoxythiophene (250 mg, 1.76 mmol) in 9 mL of 9:1 tetrahydrofuran/hexamethylphosphoramide under argon at −78° C. was added n-butyllithium (0.77 mL, 2.5 M in hexanes) dropwise. After stirring at −78° C. for 20 minutes, dimethylformamide (0.68 mL, 8.80 mmol) was added in a single portion and the reaction mixture allowed to warm to room temperature while stirring, before being poured into 30 mL of 1 N hydrochloric acid. Organics were extracted with 1:1 ether/hexanes (2×35 mL... Reactants: CC=1C=C(C=C(C1)C)C1=[N+](C=CN=C1C1=CC(=CC(=C1)C)C)[O-] (2,3-bis(3,5-dimethylphenyl)pyrazine-1-oxide), P(=O)(Cl)(Cl)Cl (phosphoryl chloride). The solvent is O (water). Conditions: time 1 hour. Product: ClC=1N=C(C(=NC1)C1=CC(=CC(=C1)C)C)C1=CC(=CC(=C1)C)C (5-chloro-2,3-bis(3,5-dimethylphenyl)pyrazine). Yield: 90.0%. RXN SMILES: [CH3:1][C:2]1[CH:3]=[C:4]([C:9]2[C:14]([C:15]3[CH:20]=[C:19]([CH3:21])[CH:18]=[C:17]([CH3:22])[CH:16]=3)=[N:13][CH:12]=[CH:11][N+:10]=2[O-])[CH:5]=[C:6]([CH3:8])[CH:7]=1.P(Cl)(Cl)([Cl:26])=O>O>[Cl:26][C:12]1[N:13]=[C:14]([C:15]2[CH:20]=[C:19]([CH3:21])[CH:18]=[C:17]([CH3:22])[CH:16]=2)[C:9]([C:4]2[CH:3]=[C:2]([CH3:1])[CH:7]=[C:6]([CH3:8])[CH:5]=2)=[N:10][CH:11]=1. Procedure: Then, to 7.0 g of 2,3-bis(3,5-dimethylphenyl)pyrazine-1-oxide was added phosphoryl chloride, and stirring was performed at 100° C. for 1 hour. The reaction solution was poured into water and extracted with chloroform. The obtained organic layer was washed with a saturated aqueous solution of sodium bicarbonate, water, and then brine, dried with magnesium sulfate, filtered, and concentrated to give 5-chloro-2,3-bis(3,5-dimethylphenyl)pyrazine as gray powder in 90% yield.